From a dataset of the Open Reaction Database (ORD), a public repository of structured organic reaction records. describe an organic reaction: reactants, conditions, products, and yield Starting materials: O (Water), C(C)(C)C(C(=O)O)CC(=C)C (2-isopropyl-4-methylpent-4-enoic acid), C(#N)C(C1=CC(=CC=C1)OC1=CC=CC=C1)Br (alpha-cyano-3-phenoxybenzyl bromide), C([O-])([O-])=O.[K+].[K+] (potassium carbonate). The solvent is CC(=O)C (acetone). Reaction conditions: time 4 hour. Yields the product C(C)(C)C(C(=O)OC(C1=CC(=CC=C1)OC1=CC=CC=C1)C#N)CC(=C)C (2-isopropyl 4-methylpent-4 enoic acid, alpha-cyano-3-phenoxybenzyl ester). RXN SMILES: [CH:1]([CH:4]([CH2:8][C:9]([CH3:11])=[CH2:10])[C:5]([OH:7])=[O:6])([CH3:3])[CH3:2].[C:12]([CH:14](Br)[C:15]1[CH:20]=[CH:19][CH:18]=[C:17]([O:21][C:22]2[CH:27]=[CH:26][CH:25]=[CH:24][CH:23]=2)[CH:16]=1)#[N:13].C(=O)([O-])[O-].[K+].[K+].O>CC(C)=O>[CH:1]([CH:4]([CH2:8][C:9]([CH3:11])=[CH2:10])[C:5]([O:7][CH:14]([C:12]#[N:13])[C:15]1[CH:20]=[CH:19][CH:18]=[C:17]([O:21][C:22]2[CH:23]=[CH:24][CH:25]=[CH:26][CH:27]=2)[CH:16]=1)=[O:6])([CH3:3])[CH3:2] |f:2.3.4|. Procedure details: A mixture of 2-isopropyl-4-methylpent-4-enoic acid (1.0g), alpha-cyano-3-phenoxybenzyl bromide (1.9g) and potassium carbonate (1.0g) in anhydrous acetone (40ml) was stirred at room temperature for 4 hours. Water was added to the reaction mixture and the product extracted with ether, the ethereal extracts washed with water (X2) and dried over magnesium sulphate. Evaporation of the solvent gave a crude product which was purified by chromatography on silica gel using 3% acetone in 60°-80° C. petrol...